Dataset: the Open Reaction Database (ORD), a public repository of structured organic reaction records. Task: describe an organic reaction: reactants, conditions, products, and yield Reactants: C1CCOC1, CC(C)OC(=O)N=NC(=O)OC(C)C, OCc1ccc(CN2CCOCC2)cc1, COC(=O)c1cccc(O)c1C(=O)OC, c1ccc(P(c2ccccc2)c2ccccc2)cc1. The product is COC(=O)c1cccc(OCc2ccc(CN3CCOCC3)cc2)c1C(=O)OC. As a reaction SMILES: [CH2:64]1[O:65][CH2:66][CH2:67][CH2:68]1.[O:35]=[C:36]([O:37][CH:38]([CH3:39])[CH3:40])[N:41]=[N:42][C:43]([O:44][CH:45]([CH3:46])[CH3:47])=[O:48].[O:49]1[CH2:50][CH2:51][N:52]([CH2:55][c:56]2[cH:57][cH:58][c:59]([CH2:62][OH:63])[cH:60][cH:61]2)[CH2:53][CH2:54]1.[OH:1][c:2]1[c:3]([C:12](=[O:13])[O:14][CH3:15])[c:4]([C:5](=[O:6])[O:7][CH3:8])[cH:9][cH:10][cH:11]1.[c:16]1([P:17]([c:18]2[cH:19][cH:20][cH:21][cH:22][cH:23]2)[c:24]2[cH:25][cH:26][cH:27][cH:28][cH:29]2)[cH:30][cH:31][cH:32][cH:33][cH:34]1>>[O:1]([c:2]1[c:3]([C:12](=[O:13])[O:14][CH3:15])[c:4]([C:5](=[O:6])[O:7][CH3:8])[cH:9][cH:10][cH:11]1)[CH2:62][c:59]1[cH:58][cH:57][c:56]([CH2:55][N:52]2[CH2:51][CH2:50][O:49][CH2:54][CH2:53]2)[cH:61][cH:60]1. Reactants: ( 1 ), [Cl-].[Cl-].C[Al+2] (methylaluminum dichloride), C[Al](C)Cl.C[Al](Cl)Cl (methylaluminum sesquichloride), Cl Al, Cl Al. Product: [Cl-].C[Al+]C (Dimethylaluminum chloride), [Cl-].[Cl-].C(C)[Al+2] (ethylaluminum dichloride). Reaction SMILES: [Cl-:1].[Cl-].[CH3:3][Al+2:4].[CH3:5][Al:6]([Cl:8])[CH3:7].[CH3:9][Al](Cl)[Cl:11]>>[Cl-:8].[CH3:5][Al+:6][CH3:7].[Cl-:11].[Cl-:1].[CH2:3]([Al+2:4])[CH3:9] |f:0.1.2,3.4,5.6,7.8.9|. Reported procedure: This example illustrates the use of a high Cl/Al atomic ratio. Dimethylaluminum chloride and ethylaluminum dichloride were prepared by a process similar to Reaction (1) above, except that methylaluminum dichloride was used as a starting material in place of methylaluminum sesquichloride. Hence, the reaction was as follows, with a starting mixture having a Cl/Al ratio of 1.75: The reactants are CCCCCCC, Nc1ccccc1[N+](=O)[O-], O=NOS(=O)(=O)O, O, O=S(=O)(O)O, Cc1ccc(O)cc1. Yields the product Cc1ccc(O)c(N=Nc2ccccc2[N+](=O)[O-])c1. Reaction SMILES: [CH3:26][CH2:27][CH2:28][CH2:29][CH2:30][CH2:31][CH3:32].[N+:1](=[O:2])([O-:3])[c:4]1[c:5]([NH2:6])[cH:7][cH:8][cH:9][cH:10]1.[N:19]([O:20][S:21](=[O:22])(=[O:23])[OH:24])=[O:25].[OH2:33].[S:34](=[O:35])(=[O:36])([OH:37])[OH:38].[cH:11]1[cH:12][c:13]([CH3:18])[cH:14][cH:15][c:16]1[OH:17]>>[N+:1](=[O:2])([O-:3])[c:4]1[c:5]([N:6]=[N:19][c:11]2[cH:12][c:13]([CH3:18])[cH:14][cH:15][c:16]2[OH:17])[cH:7][cH:8][cH:9][cH:10]1. Reactants: C=CC(=O)OCC, CC#N, Cl[Cu]Cl, Cl, CC(C)(C)ON=O, Nc1cc(-n2nnn(CCCF)c2=O)c(F)cc1Cl. The product is CCOC(=O)C(Cl)Cc1cc(-n2nnn(CCCF)c2=O)c(F)cc1Cl. As a reaction SMILES: [C:1]([CH:2]=[CH2:3])(=[O:4])[O:5][CH2:6][CH3:7].[CH3:35][C:36]#[N:37].[Cl:38][Cu:39][Cl:40].[ClH:34].[N:8]([O:9][C:10]([CH3:11])([CH3:12])[CH3:13])=[O:14].[NH2:15][c:16]1[c:17]([Cl:33])[cH:18][c:19]([F:32])[c:20](-[n:22]2[n:23][n:24][n:25]([CH2:28][CH2:29][CH2:30][F:31])[c:26]2=[O:27])[cH:21]1>>[C:1]([CH:2]([CH2:3][c:16]1[c:17]([Cl:33])[cH:18][c:19]([F:32])[c:20](-[n:22]2[n:23][n:24][n:25]([CH2:28][CH2:29][CH2:30][F:31])[c:26]2=[O:27])[cH:21]1)[Cl:34])(=[O:4])[O:5][CH2:6][CH3:7]. Starting materials: C([O-])([O-])=O.[K+].[K+] (potassium carbonate), C1(CCCCC1)P(C1=C(C=CC=C1)C1=C(C=CC=C1OC)OC)C1CCCCC1 (2-dicyclo-hexylphosphino-2′,6′-dimethoxybiphenyl), COC=1C=CC=C(C1C=2C=CC=CC2P(C3CCCCC3)C4CCCCC4)OC (S-Phos), O(C1=CC=CC=C1)C1=C(C=CC=C1)B(O)O (2-phenoxyphenylboronic acid), ClC=1C=2N(C=CN1)N=C(N2)NC2=CC=C(C=C2)N2CCOCC2 (8-chloro-[1,2,4]triazolo[1,5-a]pyrazin-2-yl-(4-morpholin-4-yl-phenyl)-amine). Reagents/catalysts: C(C)(=O)[O-].[Pd+2].C(C)(=O)[O-] (palladium acetate). Run in C(C)O.C1(=CC=CC=C1)C (ethanol toluene). Reaction conditions: temperature 120 celsius. Product: N1(CCOCC1)C1=CC=C(C=C1)NC1=NN2C(C(=NC=C2)C2=C(C=CC=C2)OC2=CC=CC=C2)=N1 ((4-Morpholin-4-yl-phenyl)-[8-(2-phenoxy-phenyl)-[1,2,4]triazolo[1,5-a]pyrazin-2-yl]-amine). Reaction SMILES: Cl[C:2]1[C:3]2[N:4]([N:8]=[C:9]([NH:11][C:12]3[CH:17]=[CH:16][C:15]([N:18]4[CH2:23][CH2:22][O:21][CH2:20][CH2:19]4)=[CH:14][CH:13]=3)[N:10]=2)[CH:5]=[CH:6][N:7]=1.C(=O)([O-])[O-].[K+].[K+].C1(P(C2CCCCC2)C2C=CC=CC=2C2C(OC)=CC=CC=2OC)CCCCC1.[O:59]([C:66]1[CH:71]=[CH:70][CH:69]=[CH:68][C:67]=1B(O)O)[C:60]1[CH:65]=[CH:64][CH:63]=[CH:62][CH:61]=1>C(O)C.C1(C)C=CC=CC=1.C([O-])(=O)C.[Pd+2].C([O-])(=O)C>[N:18]1([C:15]2[CH:16]=[CH:17][C:12]([NH:11][C:9]3[N:10]=[C:3]4[C:2]([C:61]5[CH:62]=[CH:63][CH:64]=[CH:65][C:60]=5[O:59][C:66]5[CH:67]=[CH:68][CH:69]=[CH:70][CH:71]=5)=[N:7][CH:6]=[CH:5][N:4]4[N:8]=3)=[CH:13][CH:14]=2)[CH2:23][CH2:22][O:21][CH2:20][CH2:19]1 |f:1.2.3,6.7,8.9.10|. Procedure details: To a solution of (8-chloro-[1,2,4]triazolo[1,5-a]pyrazin-2-yl-(4-morpholin-4-yl-phenyl)-amine (0.15 g, 0.45 mmol, 1 eq) in a mixture of ethanol:toluene (1:4) (10 ml) is taken in a dry pressure tube, palladium acetate (0.01 g, 0.045 mmol, 0.1 eq), anhydrous potassium carbonate (0.125 g, 0.90 mmol, 2 eq), 2-dicyclo-hexylphosphino-2′,6′-dimethoxybiphenyl, S-Phos (0.027 g, 0.06 mmol, 0.13 eq) and 2-phenoxyphenylboronic acid (0.19 g, 0.90 mmol, 2 eq) are added and the reaction mixture is degasified w... Reactants: COC1=C(C=S)C=C(C=C1)C (2-methoxy-5-methylthiobenzaldehyde), CCO (EtOH), O.O.O.O.O.O.[Mg+2].C(C=1C(C(=O)[O-])=CC=CC1)(=O)O[O-] (monoperoxyphthalic acid magnesium salt hexahydrate). Solvent: O (H2O). Run at temperature 95 celsius. The product is COC1=C(C=O)C=C(C=C1)S(=O)(=O)C (2-Methoxy-5-methanesulfonylbenzaldehyde). As a reaction SMILES: COC1C=CC(C)=CC=1[CH:5]=[S:6].C[CH2:13][OH:14].[OH2:15].[OH2:16].O.O.O.O.[Mg+2].C(O[O-])(=O)[C:23]1[C:24](=[CH:28][CH:29]=[CH:30][CH:31]=1)[C:25]([O-:27])=O>O>[CH3:13][O:14][C:23]1[CH:31]=[CH:30][C:29]([S:6]([CH3:5])(=[O:16])=[O:15])=[CH:28][C:24]=1[CH:25]=[O:27] |f:2.3.4.5.6.7.8.9|. Procedure details: Under N2 in a round-bottomed flask fitted with a condensor, 2-methoxy-5-methylthiobenzaldehyde (0.89 g, 4.9 mmol) was added to 0.6 mL of EtOH. To this, a solution of monoperoxyphthalic acid magnesium salt hexahydrate (2.41 g, 4.9 mmol) in 10.4 mL of H2O was added and the mixture was heated at 95° C. for 18 hours. The reaction was then quenched with 10 mL of H2O, extracted with CH2Cl2 (4×10 mL) and the combined organics were dried over MgSO4 and concentrated in vacuo to an oil, 0.34 g. Flash chro... Reactants: CC(=O)OC(C)=O, O=CNC1CCCc2ccccc21. The product is O=CNC1CCC(=O)c2ccccc21. As a reaction SMILES: [CH3:14][C:15](=[O:16])[O:17][C:18](=[O:19])[CH3:20].[CH:1]1([NH:11][CH:12]=[O:13])[CH2:2][CH2:3][CH2:4][c:5]2[cH:6][cH:7][cH:8][cH:9][c:10]21>>[CH:1]1([NH:11][CH:12]=[O:13])[CH2:2][CH2:3][C:4](=[O:16])[c:5]2[cH:6][cH:7][cH:8][cH:9][c:10]21. The reactants are C(C1=CC=CC=C1)OC(=O)C1NC(SC12CCN(CC2)C)C(C(=O)OC(C)(C)C)N2C(C=1C(C2=O)=CC=CC1)=O (tert-butyl 4-benzyloxycarbonyl-8-methyl-alpha-phthalimido-1-thia-3,8-diazaspiro[4.5]decane-2-acetate), O.NN (hydrazine hydrate), O.NN (hydrazine hydrate). The solvent is C1(=CC=CC=C1)CO (benzene-methanol), O1CCOCC1 (dioxan). Conditions: time 24 hour. The product is NC(C(=O)OC(C)(C)C)C1SC2(C(N1)C(=O)OCC1=CC=CC=C1)CCN(CC2)C (tert-butyl alpha-amino-4-benzyloxycarbonyl-8-methyl-1-thia-3,8-diazaspiro[4.5]decane-2-acetate). Reaction SMILES: [CH2:1]([O:8][C:9]([CH:11]1[C:15]2([CH2:20][CH2:19][N:18]([CH3:21])[CH2:17][CH2:16]2)[S:14][CH:13]([CH:22]([N:30]2C(=O)C3=CC=CC=C3C2=O)[C:23]([O:25][C:26]([CH3:29])([CH3:28])[CH3:27])=[O:24])[NH:12]1)=[O:10])[C:2]1[CH:7]=[CH:6][CH:5]=[CH:4][CH:3]=1.O.NN>O1CCOCC1.C1(CO)C=CC=CC=1>[NH2:30][CH:22]([CH:13]1[NH:12][CH:11]([C:9]([O:8][CH2:1][C:2]2[CH:3]=[CH:4][CH:5]=[CH:6][CH:7]=2)=[O:10])[C:15]2([CH2:16][CH2:17][N:18]([CH3:21])[CH2:19][CH2:20]2)[S:14]1)[C:23]([O:25][C:26]([CH3:28])([CH3:29])[CH3:27])=[O:24] |f:1.2|. Procedure details: To a solution of 113.2 g (0.2 mole) of tert-butyl 4-benzyloxycarbonyl-8-methyl-alpha-phthalimido-1-thia-3,8-diazaspiro[4.5]decane-2-acetate (obtained in 3.1) in 730 ml of dioxan are added 13.4 g of hydrazine hydrate. After 24 hours, a further 6 g of hydrazine hydrate are added, followed by filtration after 24 hours. The mixture is evaporated and the residue is dissolved in 1 liter of benzene, then filtered after 24 hours and the new residue obtained by evaporation is passed through a column of s...